This data is from the Open Reaction Database (ORD), a public repository of structured organic reaction records. The task is: describe an organic reaction: reactants, conditions, products, and yield The reactants are OC1=CC2=CC=CC=C2C=C1 (2-hydroxynaphthalene), FC1=C(C=CC=C1)[N+](=O)[O-] (2-fluoronitrobenzene), resultant mixture. Solvent: O1CCCC1 (tetrahydrofuran). The product is [N+](=O)([O-])C1=C(OC2=CC3=CC=CC=C3C=C2)C=CC=C1 (2-(2-nitrophenoxy)naphthalene). Yield: 99.9%. Reaction SMILES: [OH:1][C:2]1[CH:11]=[CH:10][C:9]2[C:4](=[CH:5][CH:6]=[CH:7][CH:8]=2)[CH:3]=1.F[C:13]1[CH:18]=[CH:17][CH:16]=[CH:15][C:14]=1[N+:19]([O-:21])=[O:20]>O1CCCC1>[N+:19]([C:14]1[CH:15]=[CH:16][CH:17]=[CH:18][C:13]=1[O:1][C:2]1[CH:11]=[CH:10][C:9]2[C:4](=[CH:5][CH:6]=[CH:7][CH:8]=2)[CH:3]=1)([O-:21])=[O:20]. Reported procedure: To a stirred solution of 2-hydroxynaphthalene (5 g, 34.7 mmol) in anhydrous tetrahydrofuran was added 2-fluoronitrobenzene (4.90 g, 34.7 mmol) at room temperature. The resultant mixture was heated at reflux overnight. After cooling to room temperature, the reaction mixture was concentrated under reduced pressure, the residue was diluted with water, the resulting mixture was extracted twice with methylene chloride and the combined extracts were dried (MgSO4). The resultant organic layer was conce...